From a dataset of the Open Reaction Database (ORD), a public repository of structured organic reaction records. describe an organic reaction: reactants, conditions, products, and yield Starting materials: CCOC(=O)c1cc([N+](=O)[O-])c[nH]1, CI, CCO, ClC(Cl)Cl, O. The product is CCCn1cc([N+](=O)[O-])cc1C(=O)OCC. RXN SMILES: [CH2:1]([CH3:2])[O:3][C:4](=[O:5])[c:6]1[nH:7][cH:8][c:9]([N+:11](=[O:12])[O-:13])[cH:10]1.[CH3:14][I:15].[CH3:21][CH2:22][OH:23].[CH:17]([Cl:18])([Cl:19])[Cl:20].[OH2:16]>>[CH2:1]([CH3:2])[O:3][C:4](=[O:5])[c:6]1[n:7]([CH2:14][CH2:22][CH3:21])[cH:8][c:9]([N+:11](=[O:12])[O-:13])[cH:10]1. Starting materials: FC1=CC=C(C(=O)NC2(CCCCC2)C(=O)NC2C(CN(CC2)C2=C(C=C(C=C2)F)N)O)C=C1 (4-[N-[1-[N-(4-fluorobenzoyl)amino]cyclohexanecarbonyl]amino]-1-(4-fluoro-2-aminophenyl)piperidin-3-ol), FC1=C(C(=O)Cl)C=CC(=C1F)F (2,3,4-trifluorobenzoyl chloride). Yields the product FC1=CC=C(C(=O)NC2(CCCCC2)C(=O)NC2C(CN(CC2)C2=C(C=C(C=C2)F)NC(C2=C(C(=C(C=C2)F)F)F)=O)=O)C=C1 (4-[N-[1-[N-(4-fluorobenzoyl)amino]cyclohexanecarbonyl]amino]-1-[4-fluoro-2-(2,3,4-trifluorobenzoylamino)phenyl]piperidin-3-one). RXN SMILES: [F:1][C:2]1[CH:34]=[CH:33][C:5]([C:6]([NH:8][C:9]2([C:15]([NH:17][CH:18]3[CH2:23][CH2:22][N:21]([C:24]4[CH:29]=[CH:28][C:27]([F:30])=[CH:26][C:25]=4[NH2:31])[CH2:20][CH:19]3[OH:32])=[O:16])[CH2:14][CH2:13][CH2:12][CH2:11][CH2:10]2)=[O:7])=[CH:4][CH:3]=1.[F:35][C:36]1[C:44]([F:45])=[C:43]([F:46])[CH:42]=[CH:41][C:37]=1[C:38](Cl)=[O:39]>>[F:1][C:2]1[CH:34]=[CH:33][C:5]([C:6]([NH:8][C:9]2([C:15]([NH:17][CH:18]3[CH2:23][CH2:22][N:21]([C:24]4[CH:29]=[CH:28][C:27]([F:30])=[CH:26][C:25]=4[NH:31][C:38](=[O:39])[C:37]4[CH:41]=[CH:42][C:43]([F:46])=[C:44]([F:45])[C:36]=4[F:35])[CH2:20][C:19]3=[O:32])=[O:16])[CH2:10][CH2:11][CH2:12][CH2:13][CH2:14]2)=[O:7])=[CH:4][CH:3]=1. Reported procedure: In accordance with the same procedure as in Example 87, except that 4-[N-[1-[N-(4-fluorobenzoyl)amino]cyclohexanecarbonyl]amino]-1-(4-fluoro-2-aminophenyl)piperidin-3-ol was used instead of 4-[N-[1-[N-(furan-2-ylcarbonyl)amino]cyclohexanecarbonyl]amino]-1-(4-fluoro-2-aminophenyl)piperidin-3-ol and 2,3,4-trifluorobenzoyl chloride was used instead of methoxyacetyl chloride in Step 3 thereof, 321 mg of the titled compound was prepared. The reactants are C1(=CC=CC=C1)OC (Anisole), ClC1=C(C=C(C=C1N1CCN(CC1)C1COC1)C(F)F)N(C(OC(C)(C)C)=O)CC1=CC=C(C=C1)OC (tert-butyl (2-chloro-5-(difluoromethyl)-3-(4-(oxetan-3-yl)piperazin-1-yl)phenyl)(4-methoxybenzyl)carbamate), C(=O)(C(F)(F)F)O (TFA). Run in ClCCCl (DCE). Reaction conditions: temperature 60 celsius, time 3 hour. Product: ClC1=C(N)C=C(C=C1N1CCN(CC1)C1COC1)C(F)F (2-chloro-5-(difluoromethyl)-3-(4-(oxetan-3-yl)piperazin-1-yl)aniline). Yield: 88.7%. RXN SMILES: C1(OC)C=CC=CC=1.[Cl:9][C:10]1[C:15]([N:16]2[CH2:21][CH2:20][N:19]([CH:22]3[CH2:25][O:24][CH2:23]3)[CH2:18][CH2:17]2)=[CH:14][C:13]([CH:26]([F:28])[F:27])=[CH:12][C:11]=1[N:29](CC1C=CC(OC)=CC=1)C(=O)OC(C)(C)C.C(O)(C(F)(F)F)=O>ClCCCl>[Cl:9][C:10]1[C:15]([N:16]2[CH2:17][CH2:18][N:19]([CH:22]3[CH2:25][O:24][CH2:23]3)[CH2:20][CH2:21]2)=[CH:14][C:13]([CH:26]([F:28])[F:27])=[CH:12][C:11]=1[NH2:29]. Procedure details: Anisole (633 μl, 5.80 mmol) was added to a solution of tert-butyl (2-chloro-5-(difluoromethyl)-3-(4-(oxetan-3-yl)piperazin-1-yl)phenyl)(4-methoxybenzyl)carbamate (312 mg, 0.58 mmol) in DCE (3 mL), followed by the addition 2.8 mL of TFA. The reaction was stirred at 60° C. for 3 h. The residue was partitioned between CH2Cl2 and sat. NaHCO3, and extracted into CH2Cl2 (3×). The solution was dried over Na2SO4 and concentrated. The residue was dissolved in MeOH and loaded onto a 5 g Strata SCX ion exc... Starting materials: ClC1=NC(=CC(=C1)C(C)(C)O)C(F)(F)F (2-[2-Chloro-6-(trifluoromethyl)pyridin-4-yl]propan-2-ol), CN1C(CCC1)=O (N-methylpyrrolidinone). Reagents/catalysts: C=1C=CC(=CC1)[P](C=2C=CC=CC2)(C=3C=CC=CC3)[Pd]([P](C=4C=CC=CC4)(C=5C=CC=CC5)C=6C=CC=CC6)([P](C=7C=CC=CC7)(C=8C=CC=CC8)C=9C=CC=CC9)[P](C=1C=CC=CC1)(C=1C=CC=CC1)C=1C=CC=CC1 (Tetrakis(triphenylphosphine)palladium(0)), [C-]#N.[Zn+2].[C-]#N (zinc cyanide). Run at temperature 140 celsius. Yields the product OC(C)(C)C1=CC(=NC(=C1)C(F)(F)F)C#N (4-(1-Hydroxy-1-methylethyl)-6-(trifluoromethyl)pyridine-2-carbonitrile). As a reaction SMILES: Cl[C:2]1[CH:7]=[C:6]([C:8]([OH:11])([CH3:10])[CH3:9])[CH:5]=[C:4]([C:12]([F:15])([F:14])[F:13])[N:3]=1.[CH3:16][N:17]1CCCC1=O>[C-]#N.[Zn+2].[C-]#N.C1C=CC([P]([Pd]([P](C2C=CC=CC=2)(C2C=CC=CC=2)C2C=CC=CC=2)([P](C2C=CC=CC=2)(C2C=CC=CC=2)C2C=CC=CC=2)[P](C2C=CC=CC=2)(C2C=CC=CC=2)C2C=CC=CC=2)(C2C=CC=CC=2)C2C=CC=CC=2)=CC=1>[OH:11][C:8]([C:6]1[CH:5]=[C:4]([C:12]([F:15])([F:14])[F:13])[N:3]=[C:2]([C:16]#[N:17])[CH:7]=1)([CH3:10])[CH3:9] |f:2.3.4,^1:31,33,52,71|. Reported procedure: A solution of 2-[2-chloro-6-(trifluoromethyl)pyridin-4-yl]propan-2-ol (0.230 g, 0.960 mmol, from Step B) and zinc cyanide (0.676 g, 5.76 mmol) in N-methylpyrrolidinone (4 mL) was degassed by bubbling a stream of nitrogen through the solution for 10 minutes. Tetrakis(triphenylphosphine)palladium(0) (0.22 g, 0.19 mmol) was added and degassed similarly for 5 additional minutes. The vial was sealed and heated in the microwave to 140° C. for 10 minutes. The reaction mixture was worked up by partition... Starting materials: COC(=O)C=1C=C2CCNC2=CC1 (2,3-Dihydro-1H-indole-5-carboxylic acid methyl ester), C1(=CC=CC=C1)S(=O)(=O)Cl (benzenesulfonyl chloride). Run in N1=CC=CC=C1 (pyridine). Product: COC(=O)C=1C=C2CCN(C2=CC1)S(=O)(=O)C1=CC=CC=C1 (1-Benzenesulfonyl-2,3-dihydro-1H-indole-5-carboxylic acid methyl ester). The yield is 79.8%. As a reaction SMILES: [CH3:1][O:2][C:3]([C:5]1[CH:6]=[C:7]2[C:11](=[CH:12][CH:13]=1)[NH:10][CH2:9][CH2:8]2)=[O:4].[C:14]1([S:20](Cl)(=[O:22])=[O:21])[CH:19]=[CH:18][CH:17]=[CH:16][CH:15]=1>N1C=CC=CC=1>[CH3:1][O:2][C:3]([C:5]1[CH:6]=[C:7]2[C:11](=[CH:12][CH:13]=1)[N:10]([S:20]([C:14]1[CH:19]=[CH:18][CH:17]=[CH:16][CH:15]=1)(=[O:22])=[O:21])[CH2:9][CH2:8]2)=[O:4]. Procedure details: To a solution of 10 (0.28 g, 1.58 mmol) in pyridine (2 mL), benzenesulfonyl chloride (0.40 ml, 3.16 mmol) was added. The reaction mixture was refluxed overnight. The mixture was then purified by silica gel chromatography (EtOAc:n-hexane=1:3) to afford 11 (0.40 g). 1H NMR (500 MHz, CDCl3): δ 2.99 (t, J=8.6 Hz, 2H), 3.87 (s, 3H), 3.97 (t, J=8.6 Hz, 2H), 7.45-7.48 (m, 2H), 7.56-7.59 (m, 1H), 7.66 (d, J=8.5 Hz, 1H), 7.75 (s, 1H), 7.82 (d, J=7.7 Hz, 2H), 7.90 (d, J=7.9 Hz, 1H). The reactants are CC1=C(N=C(O1)C1=CC=CC=C1)CCOC1=CC=C(C2=C1C=CS2)[N+](=O)[O-] (5-methyl-4-[2-(7-nitro-benzothiophene-4-yloxy)-ethyl]-2-phenyl-oxazole). RXN SMILES: [CH3:1][C:2]1[O:6][C:5]([C:7]2[CH:12]=[CH:11][CH:10]=[CH:9][CH:8]=2)=[N:4][C:3]=1[CH2:13][CH2:14][O:15][C:16]1[C:21]2[CH:22]=[CH:23][S:24][C:20]=2[C:19]([N+:25]([O-])=O)=[CH:18][CH:17]=1>C1COCC1>[CH3:1][C:2]1[O:6][C:5]([C:7]2[CH:12]=[CH:11][CH:10]=[CH:9][CH:8]=2)=[N:4][C:3]=1[CH2:13][CH2:14][O:15][C:16]1[C:21]2[CH:22]=[CH:23][S:24][C:20]=2[C:19]([NH2:25])=[CH:18][CH:17]=1. The product is CC1=C(N=C(O1)C1=CC=CC=C1)CCOC1=CC=C(C2=C1C=CS2)N (5-Methyl-4-[2-(7-amino-benzothiophene-4-yloxy)-ethyl]-2-phenyl-oxazole). Procedure details: 50 g (1.052 mol) of 5-methyl-4-[2-(7-nitro-benzothiophene-4-yloxy)-ethyl]-2-phenyl-oxazole were solved in 1 l of THF at 20 to 25° C. 75 ml Lewatit M 600 (OH−-form) (Bayer AG) were washed with about 100 ml THF, added to the 5-methyl-4-[2-(7- nitro-benzothiophene-4-yloxy)-ethyl]-2-phenyl-oxazole solution and stirred at room temperature for 1 hour. Then the Lewatit M 600 material was filtered with suction and washed with 100 ml THF. 12.5 g of Raney nickel were added to the combined THF solutions fo... Solvent: C1CCOC1 (THF). Run at time 1 hour. As a reaction SMILES: O=[C:2]([NH:9][C:10](=[O:15])[C:11]([O:13]C)=[O:12])[CH2:3][C:4]([F:8])=[C:5]([F:7])[F:6].[OH-].[Na+]>CO.O>[F:8][C:4](=[C:5]([F:6])[F:7])[CH2:3][CH2:2][NH:9][C:10](=[O:15])[C:11]([OH:13])=[O:12] |f:1.2|. Run at time 30 minute. Isolated yield 25.4%. The reactants are O=C(CC(=C(F)F)F)NC(C(=O)OC)=O (Oxo[(3,4,4-trifluoro-3-butenyl)amino]oxoacetic acid, methyl ester), [OH-].[Na+] (NaOH). Procedure: A solution of Compound 142 (3.16 g, 0.015 mole) in methanol (25 mL) is treated with a solution of NaOH (0.8 g, 0.02 mole) in water (5 mL). The solution is stirred at room temperature for 30 min and concentrated. The residue is dissolved in water (20 mL) and extracted with dichloromethane (2×30 mL). The aqueous layer is acidified with conc. HCl and extracted with ethyl acetate. The organic layer is dried and evaporated to give 0.75 g of the title compound as a white solid, a 25% yield. m.p. 95°-1... Yields the product FC(CCNC(C(=O)O)=O)=C(F)F ([(3,4,4-trifluoro-3-butenyl)amino]oxoacetic acid). Solvent: CO (methanol), O (water). The product is CNC(=O)c1ccc(C)c(-n2c(C)cc(OCc3ccc(F)cc3CNC(=O)OC)c(Br)c2=O)c1. Starting materials: COC(=O)NCc1cc(F)ccc1COc1cc(C)n(-c2cc(C(=O)O)ccc2C)c(=O)c1Br, C1CCOC1, CN1CCOCC1, CN, CC(C)COC(=O)Cl, CN(C)C=O. Reaction SMILES: [Br:1][c:2]1[c:3](=[O:34])[n:4](-[c:24]2[cH:25][c:26]([C:27](=[O:28])[OH:29])[cH:30][cH:31][c:32]2[CH3:33])[c:5]([CH3:23])[cH:6][c:7]1[O:8][CH2:9][c:10]1[c:11]([CH2:17][NH:18][C:19](=[O:20])[O:21][CH3:22])[cH:12][c:13]([F:16])[cH:14][cH:15]1.[CH2:52]1[O:53][CH2:54][CH2:55][CH2:56]1.[CH3:43][N:44]1[CH2:45][CH2:46][O:47][CH2:48][CH2:49]1.[CH3:50][NH2:51].[Cl:35][C:36]([O:37][CH2:38][CH:39]([CH3:40])[CH3:41])=[O:42].[O:57]=[CH:58][N:59]([CH3:60])[CH3:61]>>[Br:1][c:2]1[c:3](=[O:34])[n:4](-[c:24]2[cH:25][c:26]([C:27](=[O:28])[NH:44][CH3:43])[cH:30][cH:31][c:32]2[CH3:33])[c:5]([CH3:23])[cH:6][c:7]1[O:8][CH2:9][c:10]1[c:11]([CH2:17][NH:18][C:19](=[O:20])[O:21][CH3:22])[cH:12][c:13]([F:16])[cH:14][cH:15]1. Starting materials: C(C1=CC=CC=C1)N1CCC(=CC2=C1C=CC(=C2)C2=CC=C(C=C2)OCCOCCC)C(=O)O (1-benzyl-7-[4-(2-propoxyethoxy)phenyl]-2,3-dihydro-1H-1-benzazepine-4-carboxylic acid), CN(C)C=O (DMF), S(=O)(Cl)Cl (thionyl chloride). Reaction conditions: time 30 minute. Yields the product Cl.C(C1=CC=CC=C1)N1CCC(=CC2=C1C=CC(=C2)C2=CC=C(C=C2)OCCOCCC)C(=O)NC2=CC=C(C=C2)CN(C2CCOCC2)C (1-benzyl-7-[4-(2-propoxyethoxy)phenyl]-N-[4-[[N-methyl-N-(tetrahydro-2H-pyran-4-yl)amino]methyl]phenyl]-2,3-dihydro-1H-1-benzazepine-4-carboxamide hydrochloride). As a reaction SMILES: [CH2:1]([N:8]1[C:14]2[CH:15]=[CH:16][C:17]([C:19]3[CH:24]=[CH:23][C:22]([O:25][CH2:26][CH2:27][O:28][CH2:29][CH2:30][CH3:31])=[CH:21][CH:20]=3)=[CH:18][C:13]=2[CH:12]=[C:11]([C:32](O)=[O:33])[CH2:10][CH2:9]1)[C:2]1[CH:7]=[CH:6][CH:5]=[CH:4][CH:3]=1.S(Cl)([Cl:37])=O.[CH3:39][N:40]([CH:42]=O)[CH3:41]>>[ClH:37].[CH2:1]([N:8]1[C:14]2[CH:15]=[CH:16][C:17]([C:19]3[CH:20]=[CH:21][C:22]([O:25][CH2:26][CH2:27][O:28][CH2:29][CH2:30][CH3:31])=[CH:23][CH:24]=3)=[CH:18][C:13]=2[CH:12]=[C:11]([C:32]([NH:8][C:14]2[CH:15]=[CH:16][C:17]([CH2:42][N:40]([CH3:39])[CH:41]3[CH2:27][CH2:26][O:25][CH2:22][CH2:21]3)=[CH:18][CH:13]=2)=[O:33])[CH2:10][CH2:9]1)[C:2]1[CH:3]=[CH:4][CH:5]=[CH:6][CH:7]=1 |f:3.4|. Reported procedure: In DMF (4 ml) was dissolved 1-benzyl-7-[4-(2-propoxyethoxy)phenyl]-2,3-dihydro-1H-1-benzazepine-4-carboxylic acid (0.15 g). Under ice-cooling, to the mixture was added thionyl chloride (0.06 ml). The mixture was stirred at room temperature for 30 minutes. The solvent was evaporated under reduced pressure. In THF (25 ml) was dissolved the residue, and then the solution was added dropwise to a solution of 4-[N-methyl-N-(tetrahydro-2H-pyran-4-yl)aminomethyl]aniline (0.09 g) and triethylamine (0.23 ...